From a dataset of the Open Reaction Database (ORD), a public repository of structured organic reaction records. describe an organic reaction: reactants, conditions, products, and yield Reactants: CC(C)(C)O, C1CCOC1, CC=C(C)C, [O-][Cl+][O-], C[Si](C)(C)CCOCn1c(N=[N+]=[N-])nc(Cl)c1C=O, [Na+], O. The product is C[Si](C)(C)CCOCn1c(N=[N+]=[N-])nc(Cl)c1C(=O)O. Reaction SMILES: [C:35]([OH:36])([CH3:37])([CH3:38])[CH3:39].[CH2:30]1[O:31][CH2:32][CH2:33][CH2:34]1.[CH3:24][C:25](=[CH:26][CH3:27])[CH3:28].[Cl+:1]([O-:2])[O-:3].[N:5](=[N+:6]=[N-:7])[c:8]1[n:9]([CH2:16][O:17][CH2:18][CH2:19][Si:20]([CH3:21])([CH3:22])[CH3:23])[c:10]([CH:14]=[O:15])[c:11]([Cl:13])[n:12]1.[Na+:4].[OH2:29]>>[OH:2][C:14]([c:10]1[n:9]([CH2:16][O:17][CH2:18][CH2:19][Si:20]([CH3:21])([CH3:22])[CH3:23])[c:8]([N:5]=[N+:6]=[N-:7])[n:12][c:11]1[Cl:13])=[O:15]. The reactants are C(C)(C)(C)NN=C(C)C1CC1 (methyl cyclopropyl ketone t-butylhydrazone), C#N (hydrocyanic acid), ice water. The solvent is liquid. Yields the product C(C)(C)(C)NNC(C)(C1CC1)C#N (1-t-Butylhydrazo-1-cyano-1-cyclopropylethane). As a reaction SMILES: [C:1]([NH:5][N:6]=[C:7]([CH:9]1[CH2:11][CH2:10]1)[CH3:8])([CH3:4])([CH3:3])[CH3:2].[CH:12]#[N:13]>>[C:1]([NH:5][NH:6][C:7]([C:12]#[N:13])([CH:9]1[CH2:10][CH2:11]1)[CH3:8])([CH3:4])([CH3:2])[CH3:3]. Procedure details: A solution of 8.7g methyl cyclopropyl ketone t-butylhydrazone in 20 ml liquid hydrocyanic acid was heated for 6 hours in a pressure bottle at 60°C. The solution was cooled, poured into ice water and the aqueous solution extracted twice with ether. The ether extracts were combined, washed with saturated sodium bicarbonate solution, dried over sodium sulfate, filtered and the ether evaporated off. The yield was 10.0g (99%) of a brown liquid. The infrared spectrum was consistent with the structure ...